This data is from the Open Reaction Database (ORD), a public repository of structured organic reaction records. The task is: describe an organic reaction: reactants, conditions, products, and yield The reactants are COC1=CC=C(C=C1)C1=CC(=NC2=CC=CC=C12)C(=O)O (4-(4-methoxy phenyl) quinoline 2-carboxylic acid), S(=O)(Cl)Cl (thionyl chloride), C(C)NCC (diethylamine). Yields the product C(C)N(C(=O)C1=NC2=CC=CC=C2C(=C1)C1=CC=C(C=C1)OC)CC (N,N-diethyl 4-(4-methoxy phenyl) quinoline 2-carboxamide). RXN SMILES: [CH3:1][O:2][C:3]1[CH:8]=[CH:7][C:6]([C:9]2[C:18]3[C:13](=[CH:14][CH:15]=[CH:16][CH:17]=3)[N:12]=[C:11]([C:19]([OH:21])=O)[CH:10]=2)=[CH:5][CH:4]=1.S(Cl)(Cl)=O.[CH2:26]([NH:28][CH2:29][CH3:30])[CH3:27]>>[CH2:26]([N:28]([CH2:29][CH3:30])[C:19]([C:11]1[CH:10]=[C:9]([C:6]2[CH:7]=[CH:8][C:3]([O:2][CH3:1])=[CH:4][CH:5]=2)[C:18]2[C:13](=[CH:14][CH:15]=[CH:16][CH:17]=2)[N:12]=1)=[O:21])[CH3:27]. Reported procedure: Operations are carried out as for Example 1, starting from 21 g of 4-(4-methoxy phenyl) quinoline 2-carboxylic acid, 64 ml of thionyl chloride and 39 ml of diethylamine. 2.2 g of N,N-diethyl 4-(4-methoxy phenyl) quinoline 2-carboxamide are obtained. After recrystallization in isopropyl ether the product melts at 91° C. Reactants: CO (methanol), Cl (HCl), C(#N)C(C)(C)NC1=CC(=C(C=C1)CCCC(=O)N(C)C)F (4-(4-(2-Cyanopropan-2-ylamino)-2-fluorophenyl)-N,N-dimethylbutanamide), N(=C=S)C1=CC(=C(C#N)C=C1)C(F)(F)F (4-Isothiocyanato-2-trifluoromethylbenzonitrile), CN(C)C=O (DMF). Solvent: O (water). Run at temperature 80 celsius. Product: C(#N)C1=C(C=C(C=C1)N1C(N(C2(CCC2)C1=O)C1=CC(=C(C=C1)CCCC(=O)N(C)C)F)=S)C(F)(F)F (4-(4-(7-(4-Cyano-3-(trifluoromethyl)phenyl)-8-oxo-6-thioxo-5,7-diazaspiro[3.4]oct-an-5-yl)-2-fluorophenyl)-N,N-dimethylbutanamide). The yield is 65.0%. As a reaction SMILES: C([C:3]([NH:6][C:7]1[CH:12]=[CH:11][C:10]([CH2:13][CH2:14][CH2:15][C:16]([N:18]([CH3:20])[CH3:19])=[O:17])=[C:9]([F:21])[CH:8]=1)([CH3:5])[CH3:4])#N.[N:22]([C:25]1[CH:32]=[CH:31][C:28]([C:29]#[N:30])=[C:27]([C:33]([F:36])([F:35])[F:34])[CH:26]=1)=[C:23]=[S:24].[CH3:37][OH:38].Cl.[CH3:40]N(C=O)C>O>[C:29]([C:28]1[CH:31]=[CH:32][C:25]([N:22]2[C:37](=[O:38])[C:3]3([CH2:4][CH2:40][CH2:5]3)[N:6]([C:7]3[CH:12]=[CH:11][C:10]([CH2:13][CH2:14][CH2:15][C:16]([N:18]([CH3:19])[CH3:20])=[O:17])=[C:9]([F:21])[CH:8]=3)[C:23]2=[S:24])=[CH:26][C:27]=1[C:33]([F:34])([F:36])[F:35])#[N:30]. Reported procedure: A mixture of 4-(4-(2-Cyanopropan-2-ylamino)-2-fluorophenyl)-N,N-dimethylbutanamide (75) (7 mg, 0.02 mmol) and 4-isothiocyanato-2-trifluoromethylbenzonitrile (96) (12 mg, 0.05 mmol) in DMF (1 mL) was heated to 80° C. using microwave for 16 h. To this mixture was added methanol (3 mL) and aq. 1 N HCl (3 mL). The second mixture was refluxed for 1.5 h. After being cooled to room temperature, the reaction mixture was poured into cold water (30 mL) and extracted with ethyl acetate (30 mL). The organic... Starting materials: [BH4-], Cc1cc(C2(C#N)CCSCC2)ccc1C#N, C1CCOC1, CCOCC, Cl, [Li]C, [Na+]. Product: Cc1cc(C2(C#N)CCSCC2)ccc1C(C)N. RXN SMILES: [BH4-:20].[C:1](#[N:2])[c:3]1[c:4]([CH3:17])[cH:5][c:6]([C:9]2([C:15]#[N:16])[CH2:10][CH2:11][S:12][CH2:13][CH2:14]2)[cH:7][cH:8]1.[CH2:23]1[O:24][CH2:25][CH2:26][CH2:27]1.[CH3:28][CH2:29][O:30][CH2:31][CH3:32].[ClH:22].[Li:18][CH3:19].[Na+:21]>>[CH:1]([NH2:2])([c:3]1[c:4]([CH3:17])[cH:5][c:6]([C:9]2([C:15]#[N:16])[CH2:10][CH2:11][S:12][CH2:13][CH2:14]2)[cH:7][cH:8]1)[CH3:19]. Product: Cc1nnc(SC2=C(C(=O)OCc3ccc([N+](=O)[O-])cc3)N3C(=O)C(C(C)(C)OC(=O)OCc4ccc([N+](=O)[O-])cc4)C3C2)s1. RXN SMILES: [CH2:80]([Cl:81])[Cl:82].[CH3:64][c:65]1[n:66][n:67][c:68]([SH:70])[s:69]1.[CH3:71][N:72]([c:73]1[cH:74][cH:75][n:76][cH:77][cH:78]1)[CH3:79].[CH3:83][N:84]([CH3:85])[CH:86]=[O:87].[CH:1]([N:2]([CH:3]([CH3:4])[CH3:5])[CH2:6][CH3:7])([CH3:8])[CH3:9].[F:49][C:50]([S:51]([O:52][S:53]([C:54]([F:55])([F:56])[F:57])(=[O:58])=[O:59])(=[O:60])=[O:61])([F:62])[F:63].[O:10]=[C:11]1[CH:12]([C:36](=[O:37])[O:38][CH2:39][c:40]2[cH:41][cH:42][c:43]([N+:46](=[O:47])[O-:48])[cH:44][cH:45]2)[N:13]2[C:14](=[O:35])[CH:15]([C:18]([CH3:19])([O:20][C:21](=[O:22])[O:23][CH2:24][c:25]3[cH:26][cH:27][c:28]([N+:31](=[O:32])[O-:33])[cH:29][cH:30]3)[CH3:34])[CH:16]2[CH2:17]1>>[C:11]1([S:70][c:68]2[n:67][n:66][c:65]([CH3:64])[s:69]2)=[C:12]([C:36](=[O:37])[O:38][CH2:39][c:40]2[cH:41][cH:42][c:43]([N+:46](=[O:47])[O-:48])[cH:44][cH:45]2)[N:13]2[C:14](=[O:35])[CH:15]([C:18]([CH3:19])([O:20][C:21](=[O:22])[O:23][CH2:24][c:25]3[cH:26][cH:27][c:28]([N+:31](=[O:32])[O-:33])[cH:29][cH:30]3)[CH3:34])[CH:16]2[CH2:17]1. Reactants: ClCCl, Cc1nnc(S)s1, CN(C)c1ccncc1, CN(C)C=O, CCN(C(C)C)C(C)C, O=S(=O)(OS(=O)(=O)C(F)(F)F)C(F)(F)F, CC(C)(OC(=O)OCc1ccc([N+](=O)[O-])cc1)C1C(=O)N2C(C(=O)OCc3ccc([N+](=O)[O-])cc3)C(=O)CC12. Reactants: O=C([O-])[O-], O=C1C=CC(=O)O1, C=COC, [Ca+2], [OH-], [OH-], O, [Sr+2]. Product: O=C(O)C=CC(=O)O, C=COC, [Ca], [Sr]. As a reaction SMILES: [C:1]([O-:2])([O-:3])=[O:4].[C:9]1(=[O:15])[CH:10]=[CH:11][C:12](=[O:13])[O:14]1.[CH:16](=[CH2:17])[O:18][CH3:19].[Ca+2:7].[OH-:6].[OH-:8].[OH2:20].[Sr+2:5]>>[C:1]([OH:3])(=[O:4])[CH:10]=[CH:11][C:12](=[O:13])[OH:14].[CH:16](=[CH2:17])[O:18][CH3:19].[Ca:7].[Sr:5].